The task is: describe an organic reaction: reactants, conditions, products, and yield. This data is from the Open Reaction Database (ORD), a public repository of structured organic reaction records. Reactants: BrC1=CC(=NC2=CC=C(C=C12)C(=O)C1=CC=C(C=C1)Cl)OC(C)(C)C ((4-bromo-2-(tert-butoxy)quinolin-6-yl)(4-chlorophenyl)methanone), FC=1C=C(/C=C/B(O)O)C=CC1 ((E)-(3-fluorostyryl)boronic acid), COC=1C=CC=C(C1C=2C=CC=CC2P(C3CCCCC3)C4CCCCC4)OC (SPhos), [O-]P(=O)([O-])[O-].[K+].[K+].[K+].O (K3PO4.H2O). Reagents/catalysts: CC(=O)[O-].CC(=O)[O-].[Pd+2] (Pd(OAc)2). Run in C1CCOC1 (THF), CCOC(=O)C (EtOAc), O (water). Reaction conditions: temperature 30 celsius, time 8 hour. Yields the product C(C)(C)(C)OC1=NC2=CC=C(C=C2C(=C1)\C=C\C1=CC=CC=C1)C(=O)C1=CC=C(C=C1)Cl ((E)-(2-(tert-butoxy)-4-styrylquinolin-6-yl)(4-chlorophenyl)methanone). RXN SMILES: Br[C:2]1[C:11]2[C:6](=[CH:7][CH:8]=[C:9]([C:12]([C:14]3[CH:19]=[CH:18][C:17]([Cl:20])=[CH:16][CH:15]=3)=[O:13])[CH:10]=2)[N:5]=[C:4]([O:21][C:22]([CH3:25])([CH3:24])[CH3:23])[CH:3]=1.F[C:27]1[CH:28]=[C:29]([CH:35]=[CH:36][CH:37]=1)/[CH:30]=[CH:31]/B(O)O.COC1C=CC=C(OC)C=1C1C=CC=CC=1P(C1CCCCC1)C1CCCCC1.[O-]P([O-])([O-])=O.[K+].[K+].[K+].O>C1COCC1.CCOC(C)=O.O.CC([O-])=O.CC([O-])=O.[Pd+2]>[C:22]([O:21][C:4]1[CH:3]=[C:2](/[CH:31]=[CH:30]/[C:29]2[CH:35]=[CH:36][CH:37]=[CH:27][CH:28]=2)[C:11]2[C:6](=[CH:7][CH:8]=[C:9]([C:12]([C:14]3[CH:19]=[CH:18][C:17]([Cl:20])=[CH:16][CH:15]=3)=[O:13])[CH:10]=2)[N:5]=1)([CH3:25])([CH3:24])[CH3:23] |f:3.4.5.6.7,11.12.13|. Reported procedure: A mixture of (4-bromo-2-(tert-butoxy)quinolin-6-yl)(4-chlorophenyl)methanone (157 mg, 0.375 mmol), (E)-(3-fluorostyryl)boronic acid (105.8 mg, 0.637 mmol), Pd(OAc)2 (8.42 mg, 0.0375 mmol), SPhos (30.79 mg, 0.0375 mmol), and K3PO4.H2O (159 mg, 0.75 mmol) in anhydrous THF (2.5 mL) was stirred at 30° C. overnight. The reaction was diluted with EtOAc and water. The organics were concentrated and purified by silica column chromatography (20% EtOAc/heptanes) to yield (E)-(2-(tert-butoxy)-4-styrylquino...